Dataset: the Open Reaction Database (ORD), a public repository of structured organic reaction records. Task: describe an organic reaction: reactants, conditions, products, and yield The reactants are ClCCl, CN1CCOCC1, O=C(Cl)Oc1ccccc1, CC1(CO)COC1. Product: CC1(COC(=O)Oc2ccccc2)COC1. Reaction SMILES: [CH2:25]([Cl:26])[Cl:27].[CH3:18][N:19]1[CH2:20][CH2:21][O:22][CH2:23][CH2:24]1.[O:1]([c:2]1[cH:3][cH:4][cH:5][cH:6][cH:7]1)[C:8](=[O:9])[Cl:10].[OH:11][CH2:12][C:13]1([CH3:17])[CH2:14][O:15][CH2:16]1>>[O:1]([c:2]1[cH:3][cH:4][cH:5][cH:6][cH:7]1)[C:8](=[O:9])[O:11][CH2:12][C:13]1([CH3:17])[CH2:14][O:15][CH2:16]1. Starting materials: [H-].[Al+3].[Li+].[H-].[H-].[H-] (LAH), COC(CCCCCCCCCCCC=1C(O)=CC=C(C1CCCCCCCCCCCC(=O)O)O)=O (Hydroquinone bislauric acid methyl ester), [H-].[Al+3].[Li+].[H-].[H-].[H-] (Lithium aluminum hydride), [H][H] (hydrogen), Cl (HCl). Solvent: O (water), C(C)O (ethanol), O1CCCC1 (tetrahydrofuran). Reaction conditions: temperature 25 celsius. Yields the product C=1(O)C(=C(C(O)=CC1)CCCCCCCCCCCCO)CCCCCCCCCCCCO (hydroquinone bislauryl alcohol). As a reaction SMILES: C[O:2][C:3](=O)[CH2:4][CH2:5][CH2:6][CH2:7][CH2:8][CH2:9][CH2:10][CH2:11][CH2:12][CH2:13][CH2:14][C:15]1[C:16](=[CH:18][CH:19]=[C:20]([OH:36])[C:21]=1[CH2:22][CH2:23][CH2:24][CH2:25][CH2:26][CH2:27][CH2:28][CH2:29][CH2:30][CH2:31][CH2:32][C:33](O)=[O:34])[OH:17].[H-].[Al+3].[Li+].[H-].[H-].[H-].[H][H].Cl>O1CCCC1.O.C(O)C>[C:20]1([C:21]([CH2:22][CH2:23][CH2:24][CH2:25][CH2:26][CH2:27][CH2:28][CH2:29][CH2:30][CH2:31][CH2:32][CH2:33][OH:34])=[C:15]([CH2:14][CH2:13][CH2:12][CH2:11][CH2:10][CH2:9][CH2:8][CH2:7][CH2:6][CH2:5][CH2:4][CH2:3][OH:2])[C:16](=[CH:18][CH:19]=1)[OH:17])[OH:36] |f:1.2.3.4.5.6|. Procedure: The desired nonionic gemini surfactant, hydroquinone bislauryl alcohol was prepared as follows. Hydroquinone bislauric acid methyl ester (5.25 g) was dissolved in dry tetrahydrofuran (THF) at 0° C. Lithium aluminum hydride (LAH) (1.07 g) was added to the solution slowly. A large amount of hydrogen was generated. The reaction temperature was then raised to 25° C. After the reaction was stirred for an hour at this temperature, the reaction was stopped by adding ethanol to deactivate the excess LAH... Reactants: C1(CC1)COC1=C(C=CC(=N1)C(=O)O)N1CC(C1)(F)F (6-cyclopropylmethoxy-5-(3,3-difluoro-azetidin-1-yl)-pyridine-2-carboxylic acid), C1(CC1)C[C@@H](COCCOC)N ((S)-2-cyclopropyl-1-(2-methoxy-ethoxymethyl)-ethylamine). Yields the product C1(CC1)C[C@@H](COCCOC)NC(=O)C1=NC(=C(C=C1)N1CC(C1)(F)F)OCC1CC1 (6-Cyclopropylmethoxy-5-(3,3-difluoro-azetidin-1-yl)-pyridine-2-carboxylic acid [(S)-2-cyclopropyl-1-(2-methoxy-ethoxymethyl)-ethyl]-amide). RXN SMILES: [CH:1]1([CH2:4][O:5][C:6]2[N:11]=[C:10]([C:12]([OH:14])=O)[CH:9]=[CH:8][C:7]=2[N:15]2[CH2:18][C:17]([F:20])([F:19])[CH2:16]2)[CH2:3][CH2:2]1.[CH:21]1([CH2:24][C@H:25]([NH2:32])[CH2:26][O:27][CH2:28][CH2:29][O:30][CH3:31])[CH2:23][CH2:22]1>>[CH:21]1([CH2:24][C@H:25]([NH:32][C:12]([C:10]2[CH:9]=[CH:8][C:7]([N:15]3[CH2:18][C:17]([F:20])([F:19])[CH2:16]3)=[C:6]([O:5][CH2:4][CH:1]3[CH2:2][CH2:3]3)[N:11]=2)=[O:14])[CH2:26][O:27][CH2:28][CH2:29][O:30][CH3:31])[CH2:23][CH2:22]1. Reported procedure: The title compound was synthesized in analogy to Example 1, using 6-cyclopropylmethoxy-5-(3,3-difluoro-azetidin-1-yl)-pyridine-2-carboxylic acid (Example 69 b) and (S)-2-cyclopropyl-1-(2-methoxy-ethoxymethyl)-ethylamine as starting materials, MS (EI): m/e=440.1 [M+H]+. Reported procedure: The fermentation is continued at a temperature close to 30° C. for 80 to 100 hours under aeration corresponding to 1 to 1.5 volume of air/volume of culture/minute, and at a pH comprised between 4 and 6, preferably close to 4.5, advantageously maintained by ammonia, due to which there is generally obtained a content of D-arabitol of 65 to 90 g/l, this arabitol representing from 70 to 85% of the matter present in the culture medium at the end of this fermentation, the sugar impurities being partic... As a reaction SMILES: [CH2:1]([OH:10])[C@@H:2]([OH:9])[CH:3]([OH:8])[C@H:4]([OH:7])[CH2:5][OH:6].[CH2:11]([OH:20])[C@@H:12]([C@H:14]([C@@H:16]([CH2:18][OH:19])[OH:17])[OH:15])[OH:13]>>[CH2:1]([OH:10])[C@@H:2]([OH:9])[CH:3]([OH:8])[C@H:4]([OH:7])[CH2:5][OH:6].[O:20]=[CH:11][C@@H:12]([C@H:14]([C@@H:16]([C@@H:18]([CH2:5][OH:6])[OH:19])[OH:17])[OH:15])[OH:13]. Reactants: C([C@H](O)[C@@H](O)[C@H](O)CO)O (xylitol), C([C@H](C([C@@H](CO)O)O)O)O (arabitol), sugar. Yields the product C([C@H](C([C@@H](CO)O)O)O)O (arabitol), O=C[C@H](O)[C@@H](O)[C@H](O)[C@H](O)CO (glucose). Reactants: ClC1=C(C(=O)N[C@@H]2[C@H](CCC2)NC2=NC=C(C=C2)C(F)(F)F)C=CC=C1 (2-Chloro-N-[(1S,2S)-2-{[5-(trifluoromethyl)pyridin-2-yl]amino}cyclopentyl]benzamide), ClC1=NC=C(C=C1)C(F)(F)F (2-chloro-5-(trifluoromethyl)pyridine), Cl.N[C@@H]1[C@H](CCC1)NC(C1=C(C=CC=C1OC)F)=O (N-[(1S,2S)-2-aminocyclopentyl]-2-fluoro-6-methoxybenzamide hydrochloride), Cl.N[C@@H]1[C@H](CCC1)NC(C1=C(C=CC=C1OC)F)=O (N-[(1S,2S)-2-aminocyclopentyl]-2-fluoro-6-methoxybenzamide hydrochloride). The product is FC1=C(C(=O)N[C@@H]2[C@H](CCC2)NC2=NC=C(C=C2)C(F)(F)F)C(=CC=C1)OC (2-Fluoro-6-methoxy-N-[(1S,2S)-2-{[5-(trifluoromethyl)pyridin-2-yl]amino}cyclopentyl]benzamide). As a reaction SMILES: ClC1C=CC=CC=1C(N[C@H]1CCC[C@@H]1N[C:13]1[CH:18]=[CH:17][C:16]([C:19]([F:22])([F:21])[F:20])=[CH:15][N:14]=1)=O.Cl.[NH2:28][C@H:29]1[CH2:33][CH2:32][CH2:31][C@@H:30]1[NH:34][C:35](=[O:45])[C:36]1[C:41]([O:42][CH3:43])=[CH:40][CH:39]=[CH:38][C:37]=1[F:44].ClC1C=CC(C(F)(F)F)=CN=1>>[F:44][C:37]1[CH:38]=[CH:39][CH:40]=[C:41]([O:42][CH3:43])[C:36]=1[C:35]([NH:34][C@H:30]1[CH2:31][CH2:32][CH2:33][C@@H:29]1[NH:28][C:13]1[CH:18]=[CH:17][C:16]([C:19]([F:22])([F:21])[F:20])=[CH:15][N:14]=1)=[O:45] |f:1.2|. Reported procedure: Prepared according to the procedure for 2-chloro-N-[(1S,2S)-2-{[5-(trifluoromethyl)pyridin-2-yl]amino}cyclopentyl]benzamide (Example 69) from N-[(1S,2S)-2-aminocyclopentyl]-2-fluoro-6-methoxybenzamide hydrochloride (Intermediate 20; 50 mg, 0.17 mmol) and 2-chloro-5-(trifluoromethyl)pyridine (CAS number 52334-81-3; 38 mg, 0.21 mmol) to afford the title compound. The reactants are [OH-].[Na+] (sodium hydroxide), C(C)(C)(C)OC(=O)N1C[C@H](N(CC1)C1=NC=C(C=C1)C(=O)O)C ((R)-4-(5-carboxy-pyridin-2-yl)-3-methyl-piperazine-1-carboxylic acid tert-butyl ester), CO (methanol), ice water, S(O)(O)(=O)=O (sulfuric acid). Conditions: temperature 64 celsius, time 8 hour. The product is COC(C1=CN=C(C=C1)N1[C@@H](CNCC1)C)=O (6-((R)-2-Methyl-piperazin-1-yl)-nicotinic acid methyl ester). RXN SMILES: C(OC([N:8]1[CH2:13][CH2:12][N:11]([C:14]2[CH:19]=[CH:18][C:17]([C:20]([OH:22])=[O:21])=[CH:16][N:15]=2)[C@H:10]([CH3:23])[CH2:9]1)=O)(C)(C)C.S(=O)(=O)(O)O.[OH-].[Na+].[CH3:31]O>>[CH3:31][O:22][C:20](=[O:21])[C:17]1[CH:18]=[CH:19][C:14]([N:11]2[CH2:12][CH2:13][NH:8][CH2:9][C@H:10]2[CH3:23])=[N:15][CH:16]=1 |f:2.3|. Procedure details: To a mixture of (R)-4-(5-carboxy-pyridin-2-yl)-3-methyl-piperazine-1-carboxylic acid tert-butyl ester (50 g, 0.156 mol) and methanol (500 mL) was slowly added concentrated sulfuric acid (37 mL). The reaction mixture was warmed to 64° C., stirred at 64° C. overnight, cooled to RT and then ice water (800 mL) was added followed by 50% aqueous sodium hydroxide (60 mL). The reaction mixture was extracted with ethyl acetate (3×800 mL). Combined organic layers were dried over sodium sulfate and evapora... Starting materials: C(C)(C)(C)OC(=O)N[C@@H](CC(=O)N1[C@@H](C(NCCC1)=O)CC1=CC=C(C=C1)OC(F)(F)F)CC1=C(C=C(C(=C1)F)F)F ((3R)-4-[(3R)-3-[(tert-Butoxycarbonyl)amino]-4-(2,4,5-trifluorophenyl)butanoyl]hexahydro-3-[4-(trifluoromethoxy)benzyl]-2H-1,4-diazepin-2-one), Cl (hydrogen chloride). Solvent: O1CCOCC1 (dioxane). Product: Cl.N[C@@H](CC(=O)N1[C@@H](C(NCCC1)=O)CC1=CC=C(C=C1)OC(F)(F)F)CC1=C(C=C(C(=C1)F)F)F ((3R)-4-[(3R)-3-Amino-4-(2,4,5-trifluorophenyl)butanoyl]hexahydro-3-[4-(trifluoromethoxy)benzyl]-2H-1,4-diazepin-2-one hydrochloride). As a reaction SMILES: C(OC([NH:8][C@H:9]([CH2:33][C:34]1[CH:39]=[C:38]([F:40])[C:37]([F:41])=[CH:36][C:35]=1[F:42])[CH2:10][C:11]([N:13]1[CH2:19][CH2:18][CH2:17][NH:16][C:15](=[O:20])[C@H:14]1[CH2:21][C:22]1[CH:27]=[CH:26][C:25]([O:28][C:29]([F:32])([F:31])[F:30])=[CH:24][CH:23]=1)=[O:12])=O)(C)(C)C.[ClH:43]>O1CCOCC1>[ClH:43].[NH2:8][C@H:9]([CH2:33][C:34]1[CH:39]=[C:38]([F:40])[C:37]([F:41])=[CH:36][C:35]=1[F:42])[CH2:10][C:11]([N:13]1[CH2:19][CH2:18][CH2:17][NH:16][C:15](=[O:20])[C@H:14]1[CH2:21][C:22]1[CH:23]=[CH:24][C:25]([O:28][C:29]([F:30])([F:31])[F:32])=[CH:26][CH:27]=1)=[O:12] |f:3.4|. Reported procedure: (3R)-4-[(3R)-3-[(tert-Butoxycarbonyl)amino]-4-(2,4,5-trifluorophenyl)butanoyl]hexahydro-3-[4-(trifluoromethoxy)benzyl]-2H-1,4-diazepin-2-one was dissolved in 4M hydrogen chloride in dioxane and evaporated after 2.5 h to yield the desired product. LC/MS 504.2 (M+1). Starting materials: [Br-], Cc1oc(-c2ccccc2)nc1CCOc1ccc(CC(Br)C#N)cn1, CN(C)C=O, [Li+], [Li+], [Li+], O=C([O-])[O-], O. Yields the product Cc1oc(-c2ccccc2)nc1CCOc1ccc(C=CC#N)cn1. As a reaction SMILES: [Br-:28].[Br:1][CH:2]([C:3]#[N:4])[CH2:5][c:6]1[cH:7][cH:8][c:9]([O:12][CH2:13][CH2:14][c:15]2[n:16][c:17](-[c:21]3[cH:22][cH:23][cH:24][cH:25][cH:26]3)[o:18][c:19]2[CH3:20])[n:10][cH:11]1.[CH3:35][N:36]([CH3:37])[CH:38]=[O:39].[Li+:27].[Li+:29].[Li+:30].[O-:31][C:32](=[O:33])[O-:34].[OH2:40]>>[CH:2]([C:3]#[N:4])=[CH:5][c:6]1[cH:7][cH:8][c:9]([O:12][CH2:13][CH2:14][c:15]2[n:16][c:17](-[c:21]3[cH:22][cH:23][cH:24][cH:25][cH:26]3)[o:18][c:19]2[CH3:20])[n:10][cH:11]1. Reactants: N1([C@H](C(=O)N[C@@H](CC2=CNC=N2)C(=O)N2[C@H](C(=O)N[C@@H](CC3=CC=CC=C3)C(=O)N[C@@H](CC3=CNC=N3)C(=O)N[C@@H](CC(C)C)[C@@H](O)CC(=O)N[C@@H](C(C)C)C(=O)N[C@@H](CC3=CC=C(C=C3)O)C(=O)N[C@@H](CCCCNC(=O)OC(C)(C)C)C(=O)OC)CCC2)CCC1)C(=O)OC(C)(C)C (Boc-Pro-His-Pro-Phe-His-Sta-Val-Tyr-Lys(Boc)-OMe). The solvent is C(=O)(C(F)(F)F)O (TFA). Reaction conditions: time 30 minute. Yields the product N1[C@H](C(=O)N[C@@H](CC2=CNC=N2)C(=O)N2[C@H](C(=O)N[C@@H](CC3=CC=CC=C3)C(=O)N[C@@H](CC3=CNC=N3)C(=O)N[C@@H](CC(C)C)[C@@H](O)CC(=O)N[C@@H](C(C)C)C(=O)N[C@@H](CC3=CC=C(C=C3)O)C(=O)N[C@@H](CCCCN)C(=O)OC)CCC2)CCC1 (H-Pro-His-Pro-Phe-His-Sta-Val-Tyr-Lys-OMe). RXN SMILES: [N:1]1(C(OC(C)(C)C)=O)[CH2:93][CH2:92][CH2:91][C@H:2]1[C:3]([NH:5][C@H:6]([C:13]([N:15]1[CH2:90][CH2:89][CH2:88][C@H:16]1[C:17]([NH:19][C@H:20]([C:28]([NH:30][C@H:31]([C:38]([NH:40][C@H:41]([C@H:46]([CH2:48][C:49]([NH:51][C@H:52]([C:56]([NH:58][C@H:59]([C:68]([NH:70][C@H:71]([C:84]([O:86][CH3:87])=[O:85])[CH2:72][CH2:73][CH2:74][CH2:75][NH:76]C(OC(C)(C)C)=O)=[O:69])[CH2:60][C:61]1[CH:66]=[CH:65][C:64]([OH:67])=[CH:63][CH:62]=1)=[O:57])[CH:53]([CH3:55])[CH3:54])=[O:50])[OH:47])[CH2:42][CH:43]([CH3:45])[CH3:44])=[O:39])[CH2:32][C:33]1[N:37]=[CH:36][NH:35][CH:34]=1)=[O:29])[CH2:21][C:22]1[CH:27]=[CH:26][CH:25]=[CH:24][CH:23]=1)=[O:18])=[O:14])[CH2:7][C:8]1[N:12]=[CH:11][NH:10][CH:9]=1)=[O:4]>C(O)(C(F)(F)F)=O>[NH:1]1[CH2:93][CH2:92][CH2:91][C@H:2]1[C:3]([NH:5][C@H:6]([C:13]([N:15]1[CH2:90][CH2:89][CH2:88][C@H:16]1[C:17]([NH:19][C@H:20]([C:28]([NH:30][C@H:31]([C:38]([NH:40][C@H:41]([C@H:46]([CH2:48][C:49]([NH:51][C@H:52]([C:56]([NH:58][C@H:59]([C:68]([NH:70][C@H:71]([C:84]([O:86][CH3:87])=[O:85])[CH2:72][CH2:73][CH2:74][CH2:75][NH2:76])=[O:69])[CH2:60][C:61]1[CH:62]=[CH:63][C:64]([OH:67])=[CH:65][CH:66]=1)=[O:57])[CH:53]([CH3:55])[CH3:54])=[O:50])[OH:47])[CH2:42][CH:43]([CH3:44])[CH3:45])=[O:39])[CH2:32][C:33]1[N:37]=[CH:36][NH:35][CH:34]=1)=[O:29])[CH2:21][C:22]1[CH:23]=[CH:24][CH:25]=[CH:26][CH:27]=1)=[O:18])=[O:14])[CH2:7][C:8]1[N:12]=[CH:11][NH:10][CH:9]=1)=[O:4]. Reported procedure: 470 mg of Boc-Pro-His-Pro-Phe-His-Sta-Val-Tyr-Lys(Boc)-OMe are dissolved at 25° in 2.3 ml of 95% strength TFA and the whole is left to stand for 30 minutes. The H-Pro-His-Pro-Phe-His-Sta-Val-Tyr-Lys-OMe formed is precipitated at 0° in pulverulent form as the trifluoroacetate by the addition of 20 ml of diisopropyl ether, is filtered off and dried; Rf (C)=0.36; Rf (D)=0.24. Reactants: O=C(OC(=O)C(F)(F)F)C(F)(F)F, CC(C)(C)OC(=O)N1CCC(C(CC(N)=O)C2CCCC2)CC1, O, c1ccncc1. The product is CC(C)(C)OC(=O)N1CCC(C(CC#N)C2CCCC2)CC1. RXN SMILES: [F:1][C:2]([F:3])([F:4])[C:5]([O:6][C:7](=[O:8])[C:9]([F:10])([F:11])[F:12])=[O:13].[NH2:14][C:15]([CH2:16][CH:17]([CH:18]1[CH2:19][CH2:20][CH2:21][CH2:22]1)[CH:23]1[CH2:24][CH2:25][N:26]([C:29](=[O:30])[O:31][C:32]([CH3:33])([CH3:34])[CH3:35])[CH2:27][CH2:28]1)=[O:36].[OH2:37].[cH:38]1[cH:39][cH:40][n:41][cH:42][cH:43]1>>[N:14]#[C:15][CH2:16][CH:17]([CH:18]1[CH2:19][CH2:20][CH2:21][CH2:22]1)[CH:23]1[CH2:24][CH2:25][N:26]([C:29](=[O:30])[O:31][C:32]([CH3:33])([CH3:34])[CH3:35])[CH2:27][CH2:28]1.